Dataset: the Open Reaction Database (ORD), a public repository of structured organic reaction records. Task: describe an organic reaction: reactants, conditions, products, and yield Reactants: C1CCCCC1, COC(=O)OC, O=S(=O)(O)Cl, Cl, Oc1cccc(O)c1. Product: O=S(=O)(O)c1ccc(O)cc1O. RXN SMILES: [CH2:21]1[CH2:22][CH2:23][CH2:24][CH2:25][CH2:26]1.[CH3:9][O:10][C:11]([O:12][CH3:13])=[O:14].[Cl:16][S:17](=[O:18])(=[O:19])[OH:20].[ClH:15].[OH:1][c:2]1[cH:3][cH:4][cH:5][c:6]([OH:7])[cH:8]1>>[OH:1][c:2]1[c:3]([S:17](=[O:18])(=[O:19])[OH:20])[cH:4][cH:5][c:6]([OH:7])[cH:8]1.